This data is from the Open Reaction Database (ORD), a public repository of structured organic reaction records. The task is: describe an organic reaction: reactants, conditions, products, and yield Reactants: O(CCCOC=1C=C(C=O)C=CC1OC)C=1C=C(C=O)C=CC1OC (3,3'-(trimethylenedioxy)di-p-anisaldehyde), C(=N)(N)NN.Cl (aminoguanidine hydrochloride). Reagents/catalysts: Cl.Cl.NNC(=N)N (aminoguanidine dihydrochloride). Run in CO (methanol). Product: Cl.Cl.C(N)(=N)NN=CC1=CC(=C(C=C1)OC)OCCCOC=1C=C(C=NNC(N)=N)C=CC1OC (3,3'-(trimethylenedioxy)di-p-anisaldehyde bis(amidinohydrazone)dihydrochloride). Yield: 86.5%. Reaction SMILES: [O:1]([C:16]1[CH:17]=[C:18]([CH:21]=[CH:22][C:23]=1[O:24][CH3:25])[CH:19]=O)[CH2:2][CH2:3][CH2:4][O:5][C:6]1[CH:7]=[C:8]([CH:11]=[CH:12][C:13]=1[O:14][CH3:15])[CH:9]=O.[C:26]([NH:29][NH2:30])([NH2:28])=[NH:27].[ClH:31]>CO.Cl.Cl.NNC(N)=N>[ClH:31].[ClH:31].[C:26]([NH:29][N:30]=[CH:19][C:18]1[CH:21]=[CH:22][C:23]([O:24][CH3:25])=[C:16]([O:1][CH2:2][CH2:3][CH2:4][O:5][C:6]2[CH:7]=[C:8]([CH:11]=[CH:12][C:13]=2[O:14][CH3:15])[CH:9]=[N:30][NH:29][C:26](=[NH:27])[NH2:28])[CH:17]=1)(=[NH:28])[NH2:27] |f:1.2,4.5.6,7.8.9|. Procedure: 3,3'-(trimethylenedioxy)di-p-anisaldehyde (1.032 g), aminoguanidine hydrochloride (0.829 g), and aminoguanidine dihydrochloride (0.02 g) were heated in 95% methanol (10.5 mL) for 16 hr. Cooling and filtration gave 1.372 g of 3,3'-(trimethylenedioxy)di-p-anisaldehyde bis(amidinohydrazone)dihydrochloride, mp 233°-5° C. The reactants are Cl.C(C1=CC=CC=C1)N([C@@H](C)C(=O)O)S(=O)(=O)C1=CC=C2C(=CN=C(C2=C1)NC(=N)N)Cl (N-Benzyl-N-[(4-chloro-1-guanidino-7-isoquinolinyl)sulphonyl]-L-alanine hydrochloride), Cl.NC(=N)N (guanidine hydrochloride), C(C)(C)(C)OC([C@@H](N(S(=O)(=O)C1=CC=C2C(=CN=C(C2=C1)Cl)Cl)CC1=CC=CC=C1)C)=O (N-benzyl-N-[(1,4-dichloro-7-isoquinolinyl)sulphonyl]-L-alanine t-butyl ester). The solvent is COCCOC (DME), COCCOC (DME). Reaction conditions: temperature 60 celsius. Yields the product C(C)(C)(C)OC([C@@H](N(S(=O)(=O)C1=CC=C2C(=CN=C(C2=C1)NC(=N)N)Cl)CC1=CC=CC=C1)C)=O (N-benzyl-N-[(4-chloro-1-guanidino-7-isoquinolinyl)sulphonyl]-L-alanine t-butyl ester). Isolated yield 56.3%. RXN SMILES: Cl.[CH2:2]([N:9]([S:15]([C:18]1[CH:27]=[C:26]2[C:21]([C:22]([Cl:32])=[CH:23][N:24]=[C:25]2[NH:28][C:29]([NH2:31])=[NH:30])=[CH:20][CH:19]=1)(=[O:17])=[O:16])[C@H:10]([C:12]([OH:14])=[O:13])[CH3:11])[C:3]1[CH:8]=[CH:7][CH:6]=[CH:5][CH:4]=1.Cl.NC(N)=N.[C:38](OC(=O)[C@H](C)N(CC1C=CC=CC=1)S(C1C=C2C(C(Cl)=CN=C2Cl)=CC=1)(=O)=O)([CH3:41])([CH3:40])[CH3:39]>COCCOC>[C:38]([O:13][C:12](=[O:14])[C@H:10]([CH3:11])[N:9]([CH2:2][C:3]1[CH:8]=[CH:7][CH:6]=[CH:5][CH:4]=1)[S:15]([C:18]1[CH:27]=[C:26]2[C:21]([C:22]([Cl:32])=[CH:23][N:24]=[C:25]2[NH:28][C:29]([NH2:31])=[NH:30])=[CH:20][CH:19]=1)(=[O:17])=[O:16])([CH3:41])([CH3:40])[CH3:39] |f:0.1,2.3|. Procedure: N-Benzyl-N-[(4-chloro-1-guanidino-7-isoquinolinyl)sulphonyl]-L-alanine hydrochloride ##STR30## NaH (30 mg, 80% dispersion by wt in mineral oil, 1.01 mmol) was added in one portion to a stirred suspension of guanidine hydrochloride (154 mg, 1.61 mmol) in DME (5.0 mL) and the mixture was heated at 60° C. under N2 for 45 min. A solution of N-benzyl-N-[(1,4-dichloro-7-isoquinolinyl)sulphonyl]-L-alanine t-butyl ester (200 mg, 0.40 mmol) in DME (2.0 mL) was added and the mixture heated at 95° C. for 4... The reactants are [Cl-].[NH4+] (ammonium chloride), O (water), C(C)O (ethanol), [N+](=O)([O-])C1=CC=C(NCC2=CC(=CC=C2)CNC2=CC=C(C=C2)[N+](=O)[O-])C=C1 (4-nitro-N-(3-{[(4-nitrophenyl)amino]methyl}benzyl)aniline). The reagents and catalysts are [Zn] (zinc). Solvent: CN1CCCC1=O (NMP). The product is Cl.Cl.Cl.Cl.NC1=CC=C(C=C1)NCC=1C=C(CNC2=CC=C(C=C2)N)C=CC1 (N-(3-{[(4-aminophenyl)amino]methyl}benzyl)benzene-1,4-diamine tetrahydrochloride). Reaction SMILES: [Cl-:1].[NH4+].O.C(O)C.[N+:7]([C:10]1[CH:34]=[CH:33][C:13]([NH:14][CH2:15][C:16]2[CH:21]=[CH:20][CH:19]=[C:18]([CH2:22][NH:23][C:24]3[CH:29]=[CH:28][C:27]([N+:30]([O-])=O)=[CH:26][CH:25]=3)[CH:17]=2)=[CH:12][CH:11]=1)([O-])=O>CN1C(=O)CCC1.[Zn]>[ClH:1].[ClH:1].[ClH:1].[ClH:1].[NH2:30][C:27]1[CH:26]=[CH:25][C:24]([NH:23][CH2:22][C:18]2[CH:17]=[C:16]([CH:21]=[CH:20][CH:19]=2)[CH2:15][NH:14][C:13]2[CH:33]=[CH:34][C:10]([NH2:7])=[CH:11][CH:12]=2)=[CH:29][CH:28]=1 |f:0.1,7.8.9.10.11|. Procedure details: The mixture of powdered zinc (30 g), ammonium chloride (3 g), water (5 ml) and absolute ethanol were brought to reflux with the oil bath. The 4-nitro-N-(3-{[(4-nitrophenyl)amino]methyl}benzyl)aniline (3 g) was dissolved in 50 ml of NMP and introduced dropwise until there was decoloration of the reaction medium, while at the same time the reflux was maintained. The reactants are BrCc1ccccc1, CCCCCC, Oc1ccc(Cl)nc1, [H-], [Na+], CN(C)C=O, O. Yields the product Clc1ccc(OCc2ccccc2)cn1. Reaction SMILES: [CH2:11]([c:12]1[cH:13][cH:14][cH:15][cH:16][cH:17]1)[Br:18].[CH3:19][CH2:20][CH2:21][CH2:22][CH2:23][CH3:24].[Cl:3][c:4]1[n:5][cH:6][c:7]([OH:10])[cH:8][cH:9]1.[H-:1].[Na+:2].[O:25]=[CH:26][N:27]([CH3:28])[CH3:29].[OH2:30]>>[Cl:3][c:4]1[n:5][cH:6][c:7]([O:10][CH2:11][c:12]2[cH:13][cH:14][cH:15][cH:16][cH:17]2)[cH:8][cH:9]1.